From a dataset of the Open Reaction Database (ORD), a public repository of structured organic reaction records. describe an organic reaction: reactants, conditions, products, and yield Starting materials: CC1=CC(=NN1)N (5-methyl-1H-pyrazol-3-amine), C([O-])(O)=O.[Na+] (sodium bicarbonate), FC(C1=NC2=C(C=CC=C2C(=N1)SC)N1C(COCC1)=O)(C1=NC=C(C=C1)F)F (4-(2-(difluoro(5-fluoropyridin-2-yl)methyl)-4-(methylthio)quinazolin-8-yl)morpholin-3-one), ClC1=CC(=CC=C1)C(=O)OO (3-chloroperbenzoic acid), S(=S)(=O)([O-])[O-].[Na+].[Na+] (sodium thiosulfate). Run in C1CCOC1 (THF), C(Cl)Cl (DCM), C(Cl)Cl (DCM). Conditions: time 30 minute. The product is FC(C1=NC2=C(C=CC=C2C(=N1)NC1=NNC(=C1)C)N1C(COCC1)=O)(C1=NC=C(C=C1)F)F (4-(2-(difluoro(5-fluoropyridin-2-yl)methyl)-4-((5-methyl-1H-pyrazol-3-yl)amino)quinazolin-8-yl)morpholin-3-one). Yield: 19.9%. RXN SMILES: [F:1][C:2]([F:29])([C:22]1[CH:27]=[CH:26][C:25]([F:28])=[CH:24][N:23]=1)[C:3]1[N:12]=[C:11](SC)[C:10]2[C:5](=[C:6]([N:15]3[CH2:20][CH2:19][O:18][CH2:17][C:16]3=[O:21])[CH:7]=[CH:8][CH:9]=2)[N:4]=1.ClC1C=CC=C(C(OO)=O)C=1.S([O-])([O-])(=O)=S.[Na+].[Na+].C(=O)(O)[O-].[Na+].[CH3:53][C:54]1[NH:58][N:57]=[C:56]([NH2:59])[CH:55]=1>C(Cl)Cl.C1COCC1>[F:1][C:2]([F:29])([C:22]1[CH:27]=[CH:26][C:25]([F:28])=[CH:24][N:23]=1)[C:3]1[N:12]=[C:11]([NH:59][C:56]2[CH:55]=[C:54]([CH3:53])[NH:58][N:57]=2)[C:10]2[C:5](=[C:6]([N:15]3[CH2:20][CH2:19][O:18][CH2:17][C:16]3=[O:21])[CH:7]=[CH:8][CH:9]=2)[N:4]=1 |f:2.3.4,5.6|. Reported procedure: To 4-(2-(difluoro(5-fluoropyridin-2-yl)methyl)-4-(methylthio)quinazolin-8-yl)morpholin-3-one (180 mg, 0.428 mmol) in DCM (5 mL) at 0° C. was added 3-chloroperbenzoic acid (70%, 158 mg, 0.64 mmol) and the mixture was stirred for 30 min. The mixture was diluted with DCM and then aq sodium thiosulfate was added, followed by saturated aq sodium bicarbonate solution. The organic layer was separated, dried over sodium sulfate, and concentrated under reduced pressure. To the residue were added THF (3 m... Reactants: C(C)(C)C1=NNC(=N1)N (3-isopropyl-1H-1,2,4-triazole-5-amine), C(#N)C(=CC1=CC=C(C#N)C=C1)C(C)=O (4-(2-cyano-3-oxobut-1-en-1-yl)benzonitrile), C([O-])(O)=O.[Na+] (sodium bicarbonate). The solvent is CN(C)C=O (DMF). Conditions: temperature 55 celsius, time 8 hour. The product is C(#N)C1=CC=C(C=C1)C1C(=C(NC=2N1N=C(N2)C(C)C)C)C#N (7-(4-Cyanophenyl)-5-methyl-2-(propan-2-yl)-4,7-dihydro[1,2,4]triazolo[1,5-a]pyrimidine-6-carbonitrile). Reaction SMILES: [CH:1]([C:4]1[N:8]=[C:7]([NH2:9])[NH:6][N:5]=1)([CH3:3])[CH3:2].[C:10]([C:12]([C:22](=O)[CH3:23])=[CH:13][C:14]1[CH:21]=[CH:20][C:17]([C:18]#[N:19])=[CH:16][CH:15]=1)#[N:11].C(=O)(O)[O-].[Na+]>CN(C=O)C>[C:18]([C:17]1[CH:20]=[CH:21][C:14]([CH:13]2[N:6]3[N:5]=[C:4]([CH:1]([CH3:3])[CH3:2])[N:8]=[C:7]3[NH:9][C:22]([CH3:23])=[C:12]2[C:10]#[N:11])=[CH:15][CH:16]=1)#[N:19] |f:2.3|. Reported procedure: Under an atmosphere of argon, 3-isopropyl-1H-1,2,4-triazole-5-amine (241 mg, 1.9 mmol) and 4-(2-cyano-3-oxobut-1-en-1-yl)benzonitrile (300 mg, 1.5 mmol, 0.8 eq.) were dissolved in DMF (3 ml), and solid sodium bicarbonate (803 mg, 9.6 mmol, 5 eq.) was added. The mixture was stirred at 55° C. overnight. The mixture was then filtered and the DMF was distilled off from the filtrate under reduced pressure. The residue was suspended in methanol (2 ml), and the solid was then filtered off and dried und... The reactants are C[O-].[Na+] (sodium methoxide), CC1=NC(=C(C(=N1)Cl)F)Cl (2-methyl-4,6-dichloro-5-fluoropyrimidine). Run in C1CCOC1 (THF). Reaction conditions: temperature 5 celsius, time 3 hour. Yields the product ClC1=NC(=NC(=C1F)OC)C (4-chloro-5-fluoro-6-methoxy-2-methylpyrimidine). Yield: 94.1%. As a reaction SMILES: [CH3:1][O-:2].[Na+].[CH3:4][C:5]1[N:10]=[C:9](Cl)[C:8]([F:12])=[C:7]([Cl:13])[N:6]=1>C1COCC1>[Cl:13][C:7]1[C:8]([F:12])=[C:9]([O:2][CH3:1])[N:10]=[C:5]([CH3:4])[N:6]=1 |f:0.1|. Procedure: 3.21 g of sodium methoxide are added to a solution of 9.8 g of 2-methyl-4,6-dichloro-5-fluoropyrimidine in 80 ml of THF cooled to 5° C. in an ice bath. The ice bath is removed. The suspension is stirred at ambient temperature for 3 hours. The reaction medium is cooled to 5° C. in an ice bath. 20 ml of water and 100 ml of ethyl acetate are added. After settling out, the organic phase is dried over magnesium sulfate, filtered, and concentrated under reduced pressure to give 9 g of 4-chloro-5-fluor... Reactants: CC1=C(C(=NO1)C1=CC=CC=C1)COC1=CC=C(N=N1)N (6-(5-methyl-3-phenyl-isoxazol-4-ylmethoxy)-pyridazin-3-ylamine), C1(=CC=C(C=C1)C(=O)Cl)C (p-toluoyl chloride). Product: CC1=CC=C(C(=O)NC=2N=NC(=CC2)OCC=2C(=NOC2C)C2=CC=CC=C2)C=C1 (4-Methyl-N-[6-(5-methyl-3-phenyl-isoxazol-4-ylmethoxy)-pyridazin-3-yl]-benzamide). The yield is 80.0%. RXN SMILES: [CH3:1][C:2]1[O:6][N:5]=[C:4]([C:7]2[CH:12]=[CH:11][CH:10]=[CH:9][CH:8]=2)[C:3]=1[CH2:13][O:14][C:15]1[N:20]=[N:19][C:18]([NH2:21])=[CH:17][CH:16]=1.[C:22]1([CH3:31])[CH:27]=[CH:26][C:25]([C:28](Cl)=[O:29])=[CH:24][CH:23]=1>>[CH3:31][C:22]1[CH:27]=[CH:26][C:25]([C:28]([NH:21][C:18]2[N:19]=[N:20][C:15]([O:14][CH2:13][C:3]3[C:4]([C:7]4[CH:8]=[CH:9][CH:10]=[CH:11][CH:12]=4)=[N:5][O:6][C:2]=3[CH3:1])=[CH:16][CH:17]=2)=[O:29])=[CH:24][CH:23]=1. Procedure details: As described for example 18, 6-(5-methyl-3-phenyl-isoxazol-4-ylmethoxy)-pyridazin-3-ylamine (280 mg, 1 mmol) was converted, using p-toluoyl chloride instead of methoxyacetyl chloride, to the title compound (320 mg, 80%) which was obtained as a white solid. MS: m/e=401.3 [M+H]−.